Task: describe an organic reaction: reactants, conditions, products, and yield. Dataset: the Open Reaction Database (ORD), a public repository of structured organic reaction records Reactants: [Al+3], Cc1ccccc1, [Cl-], [Cl-], [Cl-], [Na+], [OH-], O=C1c2ccccc2CC1c1ccccc1. The product is O=C1CCc2ccccc21. As a reaction SMILES: [Al+3:20].[CH3:23][c:24]1[cH:25][cH:26][cH:27][cH:28][cH:29]1.[Cl-:19].[Cl-:21].[Cl-:22].[Na+:18].[OH-:17].[c:1]1([CH:7]2[C:8](=[O:16])[c:9]3[cH:10][cH:11][cH:12][cH:13][c:14]3[CH2:15]2)[cH:2][cH:3][cH:4][cH:5][cH:6]1>>[CH2:7]1[C:8](=[O:16])[c:9]2[cH:10][cH:11][cH:12][cH:13][c:14]2[CH2:15]1. Starting materials: C(C)(C)(C)N1N=C(C=C1N)C1CCC1 (2-tert-butyl-5-cyclobutyl-2H-pyrazol-3-ylamine), C(C)OC(CC(C1=CC=CC=C1)=O)=O (3-oxo-3-phenyl-propionic acid ethyl ester). The solvent is CC(=O)O (AcOH). Reaction conditions: temperature 110 celsius. Yields the product C(C)(C)(C)N1N=C(C2=C1NC(C=C2C2=CC=CC=C2)=O)C2CCC2 (1-tert-Butyl-3-cyclobutyl-4phenyl-1,7-dihydro-pyrazolo[3,4-b]pyridin-6-one). Yield: 15.0%. As a reaction SMILES: [C:1]([N:5]1[C:9]([NH2:10])=[CH:8][C:7]([CH:11]2[CH2:14][CH2:13][CH2:12]2)=[N:6]1)([CH3:4])([CH3:3])[CH3:2].C([O:17][C:18](=O)[CH2:19][C:20](=O)[C:21]1[CH:26]=[CH:25][CH:24]=[CH:23][CH:22]=1)C>CC(O)=O>[C:1]([N:5]1[C:9]2[NH:10][C:18](=[O:17])[CH:19]=[C:20]([C:21]3[CH:26]=[CH:25][CH:24]=[CH:23][CH:22]=3)[C:8]=2[C:7]([CH:11]2[CH2:14][CH2:13][CH2:12]2)=[N:6]1)([CH3:4])([CH3:2])[CH3:3]. Procedure: To a stirring solution of crude 2-tert-butyl-5-cyclobutyl-2H-pyrazol-3-ylamine (4.0 g, 20.7 mmol) in AcOH (20 mL) was added 3-oxo-3-phenyl-propionic acid ethyl ester (3.5 g, 20.7 mmol). The reaction was then heated to 110° C. for 14 hr, at which time the reaction was cooled to room temperature and concentrated under reduced pressure. Purification of the resulting material was accomplished by flash chromatography using a 75 g short Biotageo column, eluting with a gradient of 5%, 10% EtOAc/hexanes... Starting materials: COC(=O)C(NC(=O)OCc1ccccc1)C1CC(=O)NC1=O, COc1ccc(CO)c(OC)c1, CCOC(=O)N=NC(=O)OCC, C1CCOC1, c1ccc(P(c2ccccc2)c2ccccc2)cc1. Yields the product COC(=O)C(NC(=O)OCc1ccccc1)C1CC(=O)N(Cc2ccc(OC)cc2OC)C1=O. RXN SMILES: [CH3:1][O:2][C:3]([CH:4]([NH:5][C:6](=[O:7])[O:8][CH2:9][c:10]1[cH:11][cH:12][cH:13][cH:14][cH:15]1)[CH:16]1[C:17](=[O:22])[NH:18][C:19](=[O:21])[CH2:20]1)=[O:23].[CH3:24][O:25][c:26]1[c:27]([CH2:28][OH:29])[cH:30][cH:31][c:32]([O:34][CH3:35])[cH:33]1.[O:55]=[C:56]([O:57][CH2:58][CH3:59])[N:60]=[N:61][C:62]([O:63][CH2:64][CH3:65])=[O:66].[O:67]1[CH2:68][CH2:69][CH2:70][CH2:71]1.[c:36]1([P:37]([c:38]2[cH:39][cH:40][cH:41][cH:42][cH:43]2)[c:44]2[cH:45][cH:46][cH:47][cH:48][cH:49]2)[cH:50][cH:51][cH:52][cH:53][cH:54]1>>[CH3:1][O:2][C:3]([CH:4]([NH:5][C:6](=[O:7])[O:8][CH2:9][c:10]1[cH:11][cH:12][cH:13][cH:14][cH:15]1)[CH:16]1[C:17](=[O:22])[N:18]([CH2:28][c:27]2[c:26]([O:25][CH3:24])[cH:33][c:32]([O:34][CH3:35])[cH:31][cH:30]2)[C:19](=[O:21])[CH2:20]1)=[O:23]. The reactants are Cl.Cl.N1CCC(CC1)CCN1CCC(CC1)N1C(NC2=C1C=CC=C2)=O (1-[1-[2-(piperidin-4-yl)ethyl]piperidin-4-yl]-1,3-dihydro-2H-benzimidazol-2-one dihydrochloride), N1=C(C=NC=C1)C(=O)O (pyrazinecarboxylic acid), ON1N=NC2=C1C=CC=C2 (1-hydroxybenzotriazole), Cl.C(C)N=C=NCCCN(C)C (1-ethyl-3-[3-(dimethylamino)propyl]carbodiimide hydrochloride), C(O)([O-])=O.[Na+] (sodium hydrogencarbonate). Run in C(C)N(CC)CC (triethylamine), C(C)(=O)OCC (ethyl acetate), C(Cl)(Cl)Cl (chloroform). Run at time 3 hour. The product is N1=C(C=NC=C1)C(=O)N1CCC(CC1)CCN1CCC(CC1)N1C(NC2=C1C=CC=C2)=O (1-[1-[2-[1-(Pyrazinylcarbonyl)piperidin-4-yl]ethyl]piperidin-4-yl]-1,3-dihydro-2H-benzimidazol-2-one). The yield is 50.6%. As a reaction SMILES: Cl.Cl.[NH:3]1[CH2:8][CH2:7][CH:6]([CH2:9][CH2:10][N:11]2[CH2:16][CH2:15][CH:14]([N:17]3[C:21]4[CH:22]=[CH:23][CH:24]=[CH:25][C:20]=4[NH:19][C:18]3=[O:26])[CH2:13][CH2:12]2)[CH2:5][CH2:4]1.[N:27]1[CH:32]=[CH:31][N:30]=[CH:29][C:28]=1[C:33](O)=[O:34].ON1C2C=CC=CC=2N=N1.Cl.C(N=C=NCCCN(C)C)C.C(=O)([O-])O.[Na+]>C(Cl)(Cl)Cl.C(OCC)(=O)C.C(N(CC)CC)C>[N:27]1[CH:32]=[CH:31][N:30]=[CH:29][C:28]=1[C:33]([N:3]1[CH2:8][CH2:7][CH:6]([CH2:9][CH2:10][N:11]2[CH2:16][CH2:15][CH:14]([N:17]3[C:21]4[CH:22]=[CH:23][CH:24]=[CH:25][C:20]=4[NH:19][C:18]3=[O:26])[CH2:13][CH2:12]2)[CH2:5][CH2:4]1)=[O:34] |f:0.1.2,5.6,7.8|. Procedure: To 73 mg of 1-[1-[2-(piperidin-4-yl)ethyl]piperidin-4-yl]-1,3-dihydro-2H-benzimidazol-2-one dihydrochloride which was synthesized in Production Example 1, 28 mg of pyrazinecarboxylic acid, 101 μl of triethylamine and 14 mg of 1-hydroxybenzotriazole were added, and the mixture was suspended in 5 ml of chloroform. Then 52 mg of 1-ethyl-3-[3-(dimethylamino)propyl]carbodiimide hydrochloride was added to the suspension, and the resulting reaction mixture was stirred for 3 hours at room temperature. T... Reactants: O=C([O-])[O-], CC#N, CC(=O)N1Cc2cc(Nc3ncnc4c3CCN(c3ncccc3Cl)C4)ccc2C(C)(C)C1, Cl, [Na+], [Na+]. The product is CC1(C)CNCc2cc(Nc3ncnc4c3CCN(c3ncccc3Cl)C4)ccc21. As a reaction SMILES: [C:35](=[O:36])([O-:37])[O-:38].[CH3:41][C:42]#[N:43].[Cl:1][c:2]1[c:3]([N:8]2[CH2:9][c:10]3[n:11][cH:12][n:13][c:14]([NH:18][c:19]4[cH:20][cH:21][c:22]5[c:27]([cH:28]4)[CH2:26][N:25]([C:29](=[O:30])[CH3:31])[CH2:24][C:23]5([CH3:32])[CH3:33])[c:15]3[CH2:16][CH2:17]2)[n:4][cH:5][cH:6][cH:7]1.[ClH:34].[Na+:39].[Na+:40]>>[Cl:1][c:2]1[c:3]([N:8]2[CH2:9][c:10]3[n:11][cH:12][n:13][c:14]([NH:18][c:19]4[cH:20][cH:21][c:22]5[c:27]([cH:28]4)[CH2:26][NH:25][CH2:24][C:23]5([CH3:32])[CH3:33])[c:15]3[CH2:16][CH2:17]2)[n:4][cH:5][cH:6][cH:7]1. Starting materials: CC(O)CCN1CCOCC1, O=[N+]([O-])c1ccc(F)cc1, [H-], [Na+], CN(C)C=O, O. Yields the product CC(CCN1CCOCC1)Oc1ccc([N+](=O)[O-])cc1. RXN SMILES: [CH3:6][CH:7]([CH2:8][CH2:9][N:10]1[CH2:11][CH2:12][O:13][CH2:14][CH2:15]1)[OH:16].[F:19][c:20]1[cH:21][cH:22][c:23]([N+:26](=[O:27])[O-:28])[cH:24][cH:25]1.[H-:18].[Na+:17].[O:1]=[CH:2][N:3]([CH3:4])[CH3:5].[OH2:29]>>[CH3:6][CH:7]([CH2:8][CH2:9][N:10]1[CH2:11][CH2:12][O:13][CH2:14][CH2:15]1)[O:16][c:20]1[cH:21][cH:22][c:23]([N+:26](=[O:27])[O-:28])[cH:24][cH:25]1. Starting materials: CO.C(Cl)Cl (MeOH DCM), C(C)(C)(C)NC1=NC2=C(C=CC=C2N=C1C)B1OC(C(O1)(C)C)(C)C (N-(tert-butyl)-3-methyl-8-(4,4,5,5-tetramethyl-1,3,2-dioxaborolan-2-yl)quinoxalin-2-amine), BrC1=CC=2C(NCCCC2N1)=O (2-bromo-5,6,7,8-tetrahydropyrrolo[3,2-c]azepin-4(1H)-one), K2PO4, CC(C)C1=CC(=C(C(=C1)C(C)C)C2=C(C=CC=C2)P(C3CCCCC3)C4CCCCC4)C(C)C (X-Phos). Reagents/catalysts: C=1C=CC(=CC1)/C=C/C(=O)/C=C/C2=CC=CC=C2.C=1C=CC(=CC1)/C=C/C(=O)/C=C/C2=CC=CC=C2.C=1C=CC(=CC1)/C=C/C(=O)/C=C/C2=CC=CC=C2.[Pd].[Pd] (Pd2dba3). Run in C(Cl)Cl (DCM), O1CCOCC1 (dioxane), O (water). Run at temperature 105 celsius, time 1.5 hour. The product is C(C)(C)(C)NC=1C(=NC2=CC=CC(=C2N1)C1=CC=2C(NCCCC2N1)=O)C (2-(3-(tert-butylamino)-2-methylquinoxalin-5-yl)-5,6,7,8-tetrahydropyrrolo[3,2-c]azepin-4(1H)-one). Yield: 94.6%. RXN SMILES: [C:1]([NH:5][C:6]1[C:15]([CH3:16])=[N:14][C:13]2[C:8](=[C:9](B3OC(C)(C)C(C)(C)O3)[CH:10]=[CH:11][CH:12]=2)[N:7]=1)([CH3:4])([CH3:3])[CH3:2].Br[C:27]1[NH:36][C:35]2[CH2:34][CH2:33][CH2:32][NH:31][C:30](=[O:37])[C:29]=2[CH:28]=1.CC(C1C=C(C(C)C)C(C2C=CC=CC=2P(C2CCCCC2)C2CCCCC2)=C(C(C)C)C=1)C.CO.C(Cl)Cl>O1CCOCC1.O.C(Cl)Cl.C1C=CC(/C=C/C(/C=C/C2C=CC=CC=2)=O)=CC=1.C1C=CC(/C=C/C(/C=C/C2C=CC=CC=2)=O)=CC=1.C1C=CC(/C=C/C(/C=C/C2C=CC=CC=2)=O)=CC=1.[Pd].[Pd]>[C:1]([NH:5][C:6]1[C:15]([CH3:16])=[N:14][C:13]2[C:8]([N:7]=1)=[C:9]([C:27]1[NH:36][C:35]3[CH2:34][CH2:33][CH2:32][NH:31][C:30](=[O:37])[C:29]=3[CH:28]=1)[CH:10]=[CH:11][CH:12]=2)([CH3:2])([CH3:3])[CH3:4] |f:3.4,8.9.10.11.12|. Procedure: A mixture of N-(tert-butyl)-3-methyl-8-(4,4,5,5-tetramethyl-1,3,2-dioxaborolan-2-yl)quinoxalin-2-amine (174b) (341 mg, 0.66 mmol), 2-bromo-5,6,7,8-tetrahydropyrrolo[3,2-c]azepin-4(1H)-one (305b) (84.0 mg, 0.37 mmol), K2PO4 (420 mg, 1.98 mmol), X-Phos (Strem Chemicals, Inc., 17.5 mg, 0.037 mmol), and Pd2dba3 (Aldrich, 16.8 mg, 0.018 mmol) in a mixture of dioxane (3.0 mL) and water (0.60 mL) was stirred under argon at 105° C. for 1.5 h. The reaction mixture was subsequently diluted with DCM (10 mL... The reactants are N1([C@H](C(=O)O)CCC1)C(=O)OC(C)(C)C (BocProOH), N[C@@H](CCC1=CC=CC=C1)C(=O)N([C@@H](CC1=CC=CC=C1)C(=O)OC)C (HPhe-MePheOMe), anhydride, C1(=CC=CC=C1)P(=O)(C1=CC=CC=C1)Cl (diphenylphosphinic chloride). Product: N1([C@H](C(=O)N[C@@H](CC2=CC=CC=C2)C(=O)N([C@@H](CC2=CC=CC=C2)C(=O)OC)C)CCC1)C(=O)OC(C)(C)C (BocPro-Phe-MePheOMe). Yield: 73.0%. RXN SMILES: [N:1]1([C:9]([O:11][C:12]([CH3:15])([CH3:14])[CH3:13])=[O:10])[CH2:8][CH2:7][CH2:6][C@H:2]1[C:3]([OH:5])=O.[NH2:16][C@H:17]([C:26]([N:28]([CH3:41])[C@H:29]([C:37]([O:39][CH3:40])=[O:38])[CH2:30][C:31]1[CH:36]=[CH:35][CH:34]=[CH:33][CH:32]=1)=[O:27])[CH2:18][CH2:19][C:20]1[CH:25]=[CH:24][CH:23]=[CH:22]C=1.C1(P(Cl)(C2C=CC=CC=2)=O)C=CC=CC=1>>[N:1]1([C:9]([O:11][C:12]([CH3:15])([CH3:14])[CH3:13])=[O:10])[CH2:8][CH2:7][CH2:6][C@H:2]1[C:3]([NH:16][C@H:17]([C:26]([N:28]([CH3:41])[C@H:29]([C:37]([O:39][CH3:40])=[O:38])[CH2:30][C:31]1[CH:32]=[CH:33][CH:34]=[CH:35][CH:36]=1)=[O:27])[CH2:18][C:19]1[CH:20]=[CH:25][CH:24]=[CH:23][CH:22]=1)=[O:5]. Reported procedure: Condensation of BocPheOPFP (8.63 g.) and MePHeOMe (5.50 g.) by the active ester method gave BocPhe-MePheOMe in 95% yield. De-t-butoxycarbonylation of BocPhe-MePheOMe using hydrogen chloride in ethyl acetate gave HPhe-MePHeOMe in 48% yield. Condensation of BocProOH (0.71 g.) and HPhe-MePheOMe (1.13 g.) by the mixed anhydride method using diphenylphosphinic chloride gave BocPro-Phe-MePheOMe in 73% yield. Hydrazinolysis of BocPro-Phe-MePheOMe (3.10 g.) gave BocPro-Phe-MePheNHNH2 in 84% yield. The reactants are Br.ClC1=C(C=C(C=C1)C1(N(C(SC1)=NC1=CC=CC=C1)C)O)S(N(C)C)(=O)=O (4-(4-chloro-3-dimethylsulfamoylphenyl)-3-methyl-2-phenyliminothiazolidin-4-ol hydrobromide). The solvent is C(C)(=O)O (acetic acid). Conditions: time 1 hour. Yields the product Br.ClC1=C(C=C(C=C1)C=1N(C(SC1)=NC1=CC=CC=C1)C)S(N(C)C)(=O)=O (4-(4-Chloro-3-dimethylsulfamoylphenyl)-3-methyl-2-phenylimino-4-thiazoline hydrobromide). RXN SMILES: [BrH:1].[Cl:2][C:3]1[CH:8]=[CH:7][C:6]([C:9]2(O)[CH2:13][S:12][C:11](=[N:14][C:15]3[CH:20]=[CH:19][CH:18]=[CH:17][CH:16]=3)[N:10]2[CH3:21])=[CH:5][C:4]=1[S:23](=[O:28])(=[O:27])[N:24]([CH3:26])[CH3:25]>C(O)(=O)C>[BrH:1].[Cl:2][C:3]1[CH:8]=[CH:7][C:6]([C:9]2[N:10]([CH3:21])[C:11](=[N:14][C:15]3[CH:16]=[CH:17][CH:18]=[CH:19][CH:20]=3)[S:12][CH:13]=2)=[CH:5][C:4]=1[S:23](=[O:28])(=[O:27])[N:24]([CH3:25])[CH3:26] |f:0.1,3.4|. Reported procedure: 10.1 g (0.02 mole) of 4-(4-chloro-3-dimethylsulfamoylphenyl)-3-methyl-2-phenyliminothiazolidin-4-ol hydrobromide in 80 ml of glacial acetic acid are heated to the boil over a period of 20 minutes. After cooling, crystallization is brought to completion by adding about 150 ml of diisopropyl ether, the mixture is stirred for a further one hour at room temperature and the product is filtered off. Colorless crystals; melting point 258°-260° C. (with decomposition).